This data is from the Open Reaction Database (ORD), a public repository of structured organic reaction records. The task is: describe an organic reaction: reactants, conditions, products, and yield Starting materials: COC1=NC(=C(C=C1C(=O)OC)C1=CC=CC=C1)C1=CC=C(C=C1)Cl (Methyl 2-(methoxy)-6-(4-chlorophenyl)-5-(phenyl)pyridine-3-carboxylate), [OH-].[Na+] (sodium hydroxide), Cl (hydrochloric acid). The solvent is O (water), CO (methanol). Reaction conditions: time 72 hour. Product: COC1=NC(=C(C=C1C(=O)O)C1=CC=CC=C1)C1=CC=C(C=C1)Cl (2-(Methoxy)-6-(4-chlorophenyl)-5-(phenyl)pyridine-3-carboxylic acid). RXN SMILES: [CH3:1][O:2][C:3]1[C:8]([C:9]([O:11]C)=[O:10])=[CH:7][C:6]([C:13]2[CH:18]=[CH:17][CH:16]=[CH:15][CH:14]=2)=[C:5]([C:19]2[CH:24]=[CH:23][C:22]([Cl:25])=[CH:21][CH:20]=2)[N:4]=1.[OH-].[Na+].Cl>CO.O>[CH3:1][O:2][C:3]1[C:8]([C:9]([OH:11])=[O:10])=[CH:7][C:6]([C:13]2[CH:14]=[CH:15][CH:16]=[CH:17][CH:18]=2)=[C:5]([C:19]2[CH:20]=[CH:21][C:22]([Cl:25])=[CH:23][CH:24]=2)[N:4]=1 |f:1.2|. Procedure: To a solution of methyl 2-(methoxy)-6-(4-chlorophenyl)-5-(phenyl)pyridine-3-carboxylate (150 mg, 0.42 mmol) from Example 5 in methanol (5 mL) was added 5N sodium hydroxide (0.42 mL, 2.1 mmol). The reaction was stirred at rt for 72 h and was then diluted with water and acidified with 2N hydrochloric acid. The mixture was extracted twice with methylene chloride. The organic layers were washed with a portion of brine and the combined organic layers were dried over anhydrous sodium sulfate and conce... Starting materials: CC(C)(C)c1ccc(CCl)cc1, CCOCC, [Cl-], C[Si](C)(Cl)CCl, I, [Mg], [NH4+]. Yields the product CC(C)(C)c1ccc(C[Si](C)(C)CCl)cc1. RXN SMILES: [C:2]([CH3:3])([CH3:4])([CH3:5])[c:6]1[cH:7][cH:8][c:9]([CH2:10][Cl:11])[cH:12][cH:13]1.[CH3:23][CH2:24][O:25][CH2:26][CH3:27].[Cl-:21].[Cl:15][CH2:16][Si:17]([Cl:18])([CH3:19])[CH3:20].[I:14].[Mg:1].[NH4+:22]>>[C:2]([CH3:3])([CH3:4])([CH3:5])[c:6]1[cH:7][cH:8][c:9]([CH2:10][Si:17]([CH2:16][Cl:15])([CH3:19])[CH3:20])[cH:12][cH:13]1. The reactants are CCCCCC, CO, C[O-], Clc1cncc(Cl)n1, [Na+], C1CCOC1, O. Reaction SMILES: [CH3:10][CH2:11][CH2:12][CH2:13][CH2:14][CH3:15].[CH3:21][OH:22].[CH3:23][O-:24].[Cl:1][c:2]1[n:3][c:4]([Cl:8])[cH:5][n:6][cH:7]1.[Na+:25].[O:16]1[CH2:17][CH2:18][CH2:19][CH2:20]1.[OH2:9]>>[Cl:1][c:2]1[n:3][c:4]([O:9][CH3:10])[cH:5][n:6][cH:7]1. The product is COc1cncc(Cl)n1. Reactants: COC1=CC=C(CN(C2=NC(=NC(=N2)C=2C(=NC=C(C2)C(C)C2=CC=C(C=C2)S(=O)(=O)C)NC=2C=NC(=CC2)OC)C)CC2=CC=C(C=C2)OC)C=C1 (N,N-bis(4-methoxybenzyl)-4-(2-(6-methoxypyridin-3-ylamino)-5-(1-(4-(methylsulfonyl)phenyl)ethyl)pyridin-3-yl)-6-methyl-1,3,5-triazin-2-amine). Solvent: FC(C(=O)O)(F)F (trifluoroacetic acid). Reaction conditions: temperature 75 celsius, time 8 hour. The product is COC1=CC=C(C=N1)NC1=NC=C(C=C1C1=NC(=NC(=N1)C)N)C(C)C1=CC=C(C=C1)S(=O)(=O)C (4-(2-(6-methoxypyridin-3-ylamino)-5-(1-(4-(methylsulfonyl)phenyl)ethyl)pyridin-3-yl)-6-methyl-1,3,5-triazin-2-amine). Yield: 62.4%. RXN SMILES: COC1C=CC(C[N:8](CC2C=CC(OC)=CC=2)[C:9]2[N:14]=[C:13]([C:15]3[C:16]([NH:33][C:34]4[CH:35]=[N:36][C:37]([O:40][CH3:41])=[CH:38][CH:39]=4)=[N:17][CH:18]=[C:19]([CH:21]([C:23]4[CH:28]=[CH:27][C:26]([S:29]([CH3:32])(=[O:31])=[O:30])=[CH:25][CH:24]=4)[CH3:22])[CH:20]=3)[N:12]=[C:11]([CH3:42])[N:10]=2)=CC=1>FC(F)(F)C(O)=O>[CH3:41][O:40][C:37]1[N:36]=[CH:35][C:34]([NH:33][C:16]2[C:15]([C:13]3[N:12]=[C:11]([CH3:42])[N:10]=[C:9]([NH2:8])[N:14]=3)=[CH:20][C:19]([CH:21]([C:23]3[CH:28]=[CH:27][C:26]([S:29]([CH3:32])(=[O:30])=[O:31])=[CH:25][CH:24]=3)[CH3:22])=[CH:18][N:17]=2)=[CH:39][CH:38]=1. Procedure details: N,N-bis(4-methoxybenzyl)-4-(2-(6-methoxypyridin-3-ylamino)-5-(1-(4-(methylsulfonyl)phenyl)ethyl)pyridin-3-yl)-6-methyl-1,3,5-triazin-2-amine (459.4 mg, 0.6277 mmol) was dissolved in trifluoroacetic acid (Aldrich, redistilled, 99+%, 7.5 mL) and the flask was fitted with a reflux condenser and put in a preheated oil bath (75° C.) and stirred overnight. Then, the reaction was cooled to room temperature, concentrated, diluted with DCM, and treated with saturated sodium bicarbonate and 5N NaOH to rai... Starting materials: C1(=CC=CC=C1)C1CC(N1)=O (4-phenylazetidin-2-one), Cl[Si](C)(C)C (chlorotrimethylsilane), C(C)(C)(C)O (tert.-butanol). The product is C1(=CC=CC=C1)C(CC(=O)OC(C)(C)C)N (tert.- butyl 3-phenyl-3-amino-propanoate). Isolated yield 47.0%. As a reaction SMILES: [C:1]1([CH:7]2[NH:10][C:9](=[O:11])[CH2:8]2)[CH:6]=[CH:5][CH:4]=[CH:3][CH:2]=1.Cl[Si](C)(C)C.[C:17]([OH:21])([CH3:20])([CH3:19])[CH3:18]>>[C:1]1([CH:7]([NH2:10])[CH2:8][C:9]([O:21][C:17]([CH3:20])([CH3:19])[CH3:18])=[O:11])[CH:6]=[CH:5][CH:4]=[CH:3][CH:2]=1. Procedure details: A solution of 10 g of 4-phenylazetidin-2-one and 15.2 g of chlorotrimethylsilane in 150 cm3 of anhydrous tert.-butanol are refluxed for 7 days. The solution is then evaporated and ethyl acetate and aqueous sodium bicarbonate at 5% are added. The organic phase is washed with water, dried on sodium sulphate and is then evaporated. 7 g of tert.- butyl 3-phenyl-3-amino-propanoate are obtained (yield 47%). Starting materials: OCCN1N=C(C(=C1C)O)C(F)(F)F (1-(2-hydroxyethyl)-5-methyl-3-(trifluoromethyl)-1H-pyrazol-4-ol), O1CCCC=C1 (3,4-dihydro-2H-pyran). The reagents and catalysts are C1(=CC=C(C=C1)S(=O)(=O)O)C (para-toluenesulphonic acid). The solvent is ClCCl (dichloromethane), C(C)(=O)OCC (ethyl acetate). Conditions: time 3 hour. Yields the product CC1=C(C(=NN1CCOC1OCCCC1)C(F)(F)F)O (5-Methyl-1-[2-(tetrahydro-2H-pyran-2-yloxy)ethyl]-3-(trifluoromethyl)-1H-pyrazol-4-ol). Yield: 66.5%. As a reaction SMILES: [OH:1][CH2:2][CH2:3][N:4]1[C:8]([CH3:9])=[C:7]([OH:10])[C:6]([C:11]([F:14])([F:13])[F:12])=[N:5]1.[O:15]1[CH:20]=[CH:19][CH2:18][CH2:17][CH2:16]1>ClCCl.C(OCC)(=O)C.C1(C)C=CC(S(O)(=O)=O)=CC=1>[CH3:9][C:8]1[N:4]([CH2:3][CH2:2][O:1][CH:16]2[CH2:17][CH2:18][CH2:19][CH2:20][O:15]2)[N:5]=[C:6]([C:11]([F:14])([F:13])[F:12])[C:7]=1[OH:10]. Reported procedure: To a stirred solution of 1-(2-hydroxyethyl)-5-methyl-3-(trifluoromethyl)-1H-pyrazol-4-ol (600 mg, 2.86 mmol; Kenkyu Hokoku—Asahi Garasu Kogyo Gijutsu Shoreikai, 1988, 51, 139-49) in dichloromethane (10 ml) and ethyl acetate (4 ml) was added para-toluenesulphonic acid (27 mg, 0.14 mmol) followed by 3,4-dihydro-2H-pyran (340 μl, 3.7 mmol). The reaction mixture was stirred at room temperature for 3 hours before being concentrated under reduced pressure. The crude product mixture was purified by fla... The reactants are N1(CCCCC1)C1CCN(CC1)CC=1C(=NC2=CC(=CC=C2C1C(=O)O)S(=O)(=O)C)C1=CC(=CC=C1)C(F)(F)F (3-(1,4′-bipiperidin-1′-ylmethyl)-7-(methylsulfonyl)-2-[3-(trifluoromethyl)phenyl]-4-quinolinecarboxylic acid), C1(=CC=CC=C1)[C@H](C)N ((1S)-1-phenylethanamine), C=1C=CC2=C(C1)N=NN2O (HOBT), C(C)(C)N(C(C)C)CC (N,N-diisopropylethylamine). Solvent: CN(C=O)C (N,N-dimethylformamide), ClCCCl (1,2-dichloroethane), C(CCl)Cl (EDC). Conditions: time 8 hour. Yields the product N1(CCCCC1)C1CCN(CC1)CC=1C(=NC2=CC(=CC=C2C1C(=O)N[C@@H](C)C1=CC=CC=C1)S(=O)(=O)C)C1=CC(=CC=C1)C(F)(F)F (3-(1,4′-bipiperidin-1′-ylmethyl)-7-(methylsulfonyl)-N-[(1S)-1-phenylethyl]-2-[3-(trifluoromethyl)phenyl]-4-quinolinecarboxamide). Isolated yield 72.8%. Reaction SMILES: [N:1]1([CH:7]2[CH2:12][CH2:11][N:10]([CH2:13][C:14]3[C:15]([C:31]4[CH:36]=[CH:35][CH:34]=[C:33]([C:37]([F:40])([F:39])[F:38])[CH:32]=4)=[N:16][C:17]4[C:22]([C:23]=3[C:24](O)=[O:25])=[CH:21][CH:20]=[C:19]([S:27]([CH3:30])(=[O:29])=[O:28])[CH:18]=4)[CH2:9][CH2:8]2)[CH2:6][CH2:5][CH2:4][CH2:3][CH2:2]1.[C:41]1([C@@H:47]([NH2:49])[CH3:48])[CH:46]=[CH:45][CH:44]=[CH:43][CH:42]=1.C1C=CC2N(O)N=NC=2C=1.C(N(CC)C(C)C)(C)C>CN(C)C=O.ClCCCl>[N:1]1([CH:7]2[CH2:12][CH2:11][N:10]([CH2:13][C:14]3[C:15]([C:31]4[CH:36]=[CH:35][CH:34]=[C:33]([C:37]([F:40])([F:38])[F:39])[CH:32]=4)=[N:16][C:17]4[C:22]([C:23]=3[C:24]([NH:49][C@H:47]([C:41]3[CH:46]=[CH:45][CH:44]=[CH:43][CH:42]=3)[CH3:48])=[O:25])=[CH:21][CH:20]=[C:19]([S:27]([CH3:30])(=[O:28])=[O:29])[CH:18]=4)[CH2:9][CH2:8]2)[CH2:2][CH2:3][CH2:4][CH2:5][CH2:6]1. Reported procedure: A mixture of 3-(1,4′-bipiperidin-1′-ylmethyl)-7-(methylsulfonyl)-2-[3-(trifluoromethyl)phenyl]-4-quinolinecarboxylic acid (0.100 g, 0.174 mmol), (1S)-1-phenylethanamine (0.032 g, 0.261 mmol), EDC (0.167 g, 0.869 mmol), HOBT (0.027 g, 0.174 mmol), and N,N-diisopropylethylamine (0.303 mL, 1.74 mmol) in N,N-dimethylformamide (2 mL) and 1,2-dichloroethane (2 mL) was stirred at room temperature overnight before it was heated to 50° C. for 4 h. The solvent was removed under reduced pressure. The resid... The reactants are ClC1=CC2=C(C(C3=C(C(N2)=O)NN=C3C(=O)N)=O)C=C1 (7-Chloro-3-(aminocarbonyl)pyrazolo[3,4-c][1]benzazepine-4,10(1H,9H)-dione), ClC1=CC2=C(C(C3=C(C(N2)=O)NN=C3C(=O)N)=O)C=C1 (7-Chloro-3-(aminocarbonyl)pyrazolo[3,4-c][1]benzazepine-4,10(1H,9H)-dione). Procedure details: A solution of 7-chloro-3-(aminocarbonyl)pyrazolo[3,4-c][1]benzazepine-4,10(1H,9H)-dione (590 mg, 2.03 mmol) (compound of Example 14) in phosphorous oxychloride (2.56 mL) was refluxed for 70 minutes. The excess phosphorous oxychloride was distilled off at atmospheric pressure and 106° C. To the remaining dark brown residue was added water (40 mL). The aqueous phase was extracted with ethyl acetate (4×50 mL). The organic layers were combined and dried over magnesium sulfate, filtered, and concentr... Product: ClC1=CC2=C(C(C3=C(C(N2)=O)NN=C3C#N)=O)C=C1 (7-Chloro-3-cyanopyrazolo[3,4-c][1]benzazepine-4,10(1H,9H)-dione), solid. RXN SMILES: [Cl:1][C:2]1[CH:20]=[CH:19][C:5]2[C:6](=[O:18])[C:7]3[C:14]([C:15]([NH2:17])=O)=[N:13][NH:12][C:8]=3[C:9](=[O:11])[NH:10][C:4]=2[CH:3]=1>P(Cl)(Cl)(Cl)=O>[Cl:1][C:2]1[CH:20]=[CH:19][C:5]2[C:6](=[O:18])[C:7]3[C:14]([C:15]#[N:17])=[N:13][NH:12][C:8]=3[C:9](=[O:11])[NH:10][C:4]=2[CH:3]=1. Isolated yield 39.0%. Run in P(=O)(Cl)(Cl)Cl (phosphorous oxychloride). Run in CC#N (CH3CN). Product: C(C)N(C(=O)[C@@H]1CNC[C@@H](C1)NC(C(C)(C)C)=O)C=1C=CC2=C(N(C(CO2)=O)CCCOC)C1 ((3S*,5R*)-5-(2,2-Dimethyl-propionylamino)-piperidine-3-carboxylic acid ethyl-[4-(3-methoxy-propyl)-3-oxo-3,4-dihydro-2H-benzo[1,4]oxazin-6-yl]-amide). Starting materials: C1=CC=CC=2C3=CC=CC=C3C(C12)COC(=O)N1C[C@@H](C[C@@H](C1)C(N(C=1C=CC2=C(N(C(CO2)=O)CCCOC)C1)CC)=O)N ((3R*,5S*)-3-amino-5-{ethyl-[4-(3-methoxy-propyl)-3-oxo-3,4-dihydro-2H-benzo[1,4]oxazin-6-yl]-carbamoyl}-piperidine-1-carboxylic acid 9H-fluoren-9-ylmethyl ester), FC(C(=O)[O-])(F)F (trifluoroacetate), C(C(C)(C)C)(=O)Cl (pivaloyl chloride). As a reaction SMILES: C1C2C(COC([N:18]3[CH2:23][C@@H:22]([C:24](=[O:44])[N:25]([CH2:42][CH3:43])[C:26]4[CH:27]=[CH:28][C:29]5[O:34][CH2:33][C:32](=[O:35])[N:31]([CH2:36][CH2:37][CH2:38][O:39][CH3:40])[C:30]=5[CH:41]=4)[CH2:21][C@@H:20]([NH2:45])[CH2:19]3)=O)C3C(=CC=CC=3)C=2C=CC=1.FC(F)(F)C([O-])=O.[C:53](Cl)(=[O:58])[C:54]([CH3:57])([CH3:56])[CH3:55]>CC#N>[CH2:42]([N:25]([C:26]1[CH:27]=[CH:28][C:29]2[O:34][CH2:33][C:32](=[O:35])[N:31]([CH2:36][CH2:37][CH2:38][O:39][CH3:40])[C:30]=2[CH:41]=1)[C:24]([C@H:22]1[CH2:21][C@@H:20]([NH:45][C:53](=[O:58])[C:54]([CH3:57])([CH3:56])[CH3:55])[CH2:19][NH:18][CH2:23]1)=[O:44])[CH3:43]. Procedure: The title compound is prepared analogously as described in Example 61 using (3R*,5S*)-3-amino-5-{ethyl-[4-(3-methoxy-propyl)-3-oxo-3,4-dihydro-2H-benzo[1,4]oxazin-6-yl]-carbamoyl}-piperidine-1-carboxylic acid 9H-fluoren-9-ylmethyl ester, trifluoroacetate and pivaloyl chloride. MS: 475.4 [M+H]+; tR (HPLC, Nucleosil C18; 5-100% CH3CN+0.1% TFA/H2O+0.1% TFA for 8 min, flow 1.5 ml/min): 4.29 min.